From a dataset of the Open Reaction Database (ORD), a public repository of structured organic reaction records. describe an organic reaction: reactants, conditions, products, and yield Reactants: [Cl-].[Na+] (sodium chloride), C(C1=CC=CC=C1)=O (Benzaldehyde), Cl.NO (hydroxylamine hydrochloride), C([O-])([O-])=O.[Na+].[Na+] (sodium carbonate). The solvent is O.C(C)O (water ethanol), C(C)O (ethanol), O (water). Reaction conditions: time 1 hour. Product: C(C1=CC=CC=C1)=NO (Benzaldehyde Oxime). Yield: 100.1%. As a reaction SMILES: [CH:1](=O)[C:2]1[CH:7]=[CH:6][CH:5]=[CH:4][CH:3]=1.Cl.[NH2:10][OH:11].C(=O)([O-])[O-].[Na+].[Na+].[Cl-].[Na+]>C(O)C.O.O.C(O)C>[CH:1](=[N:10][OH:11])[C:2]1[CH:7]=[CH:6][CH:5]=[CH:4][CH:3]=1 |f:1.2,3.4.5,6.7,10.11|. Procedure details: Benzaldehyde (5.31 g, 50.0 mmol) was dissolved in ethanol (60 ml)-water (30 ml), and hydroxylamine hydrochloride (5.21 g, 1.5 Eq) and anhydrous sodium carbonate (Na2CO3, 3.97 g, 0.75 Eq) were added thereto at 0° C. When a large amount of solid was formed after about one minute, water-ethanol (1:1, 60 ml) was added, and the mixture was stirred for one hour. Saturated aqueous sodium chloride solution (100 ml) was added, and the mixture was extracted twice with ethyl acetate (300 ml). The extract w... Reactants: CNC, CO, Cc1cccc2c1nc(COc1ccc(Cl)cc1)n2CCC(C)C(=O)Cl. The product is Cc1cccc2c1nc(COc1ccc(Cl)cc1)n2CCC(C)C(=O)N(C)C. RXN SMILES: [CH3:1][NH:2][CH3:3].[CH3:30][OH:31].[Cl:4][C:5](=[O:6])[CH:7]([CH2:8][CH2:9][n:10]1[c:11]([CH2:20][O:21][c:22]2[cH:23][cH:24][c:25]([Cl:28])[cH:26][cH:27]2)[n:12][c:13]2[c:14]1[cH:15][cH:16][cH:17][c:18]2[CH3:19])[CH3:29]>>[CH3:1][N:2]([CH3:3])[C:5](=[O:6])[CH:7]([CH2:8][CH2:9][n:10]1[c:11]([CH2:20][O:21][c:22]2[cH:23][cH:24][c:25]([Cl:28])[cH:26][cH:27]2)[n:12][c:13]2[c:14]1[cH:15][cH:16][cH:17][c:18]2[CH3:19])[CH3:29]. Reactants: C1CCOC1, CC(=O)Cl, [Cl-], Nc1ccc(C(=O)c2ccc3c(c2)NC(=O)C3)cc1. As a reaction SMILES: [CH2:25]1[O:26][CH2:27][CH2:28][CH2:29]1.[CH3:1][C:2]([Cl:3])=[O:4].[Cl-:24].[NH2:5][c:6]1[cH:7][cH:8][c:9]([C:10](=[O:11])[c:12]2[cH:13][cH:14][c:15]3[c:19]([cH:20]2)[NH:18][C:17](=[O:21])[CH2:16]3)[cH:22][cH:23]1>>[CH3:1][C:2](=[O:4])[NH:5][c:6]1[cH:7][cH:8][c:9]([C:10](=[O:11])[c:12]2[cH:13][cH:14][c:15]3[c:19]([cH:20]2)[NH:18][C:17](=[O:21])[CH2:16]3)[cH:22][cH:23]1. Product: CC(=O)Nc1ccc(C(=O)c2ccc3c(c2)NC(=O)C3)cc1. Starting materials: CCOCC, CCOC(C)=O, O=C(Cl)CCl, NC(Cc1ccccc1)C(=O)O. Yields the product O=C(CCl)NC(Cc1ccccc1)C(=O)O. As a reaction SMILES: [CH2:24]([O:25][CH2:26][CH3:27])[CH3:28].[CH3:13][CH2:14][O:15][C:16](=[O:17])[CH3:18].[Cl:19][CH2:20][C:21](=[O:22])[Cl:23].[NH2:1][CH:2]([CH2:3][c:4]1[cH:5][cH:6][cH:7][cH:8][cH:9]1)[C:10]([OH:11])=[O:12]>>[NH:1]([CH:2]([CH2:3][c:4]1[cH:5][cH:6][cH:7][cH:8][cH:9]1)[C:10]([OH:11])=[O:12])[C:21]([CH2:20][Cl:19])=[O:22]. Starting materials: C(C)N(C1=C(C=C(C=C1)C=1C=C(C=CC1OCCCO)C1=CC=C(C=C1)C(=O)OCC)C)CC (ethyl 4″-diethylamino-4′-(3-hydroxypropoxy)-3″-methyl[1,1′;3′,1″]terphenyl-4-carboxylate), [OH-].[Na+] (sodium hydroxide). The product is C(C)N(C1=C(C=C(C=C1)C=1C=C(C=CC1OCCCO)C1=CC=C(C=C1)C(=O)O)C)CC (4″-diethylamino-4′-(3-hydroxypropoxy)-3″-methyl[1,1′;3′,1″]terphenyl-4-carboxylic acid), solid. Isolated yield 46.0%. As a reaction SMILES: [CH2:1]([N:3]([CH2:33][CH3:34])[C:4]1[CH:9]=[CH:8][C:7]([C:10]2[CH:11]=[C:12]([C:21]3[CH:26]=[CH:25][C:24]([C:27]([O:29]CC)=[O:28])=[CH:23][CH:22]=3)[CH:13]=[CH:14][C:15]=2[O:16][CH2:17][CH2:18][CH2:19][OH:20])=[CH:6][C:5]=1[CH3:32])[CH3:2].[OH-].[Na+]>>[CH2:33]([N:3]([CH2:1][CH3:2])[C:4]1[CH:9]=[CH:8][C:7]([C:10]2[CH:11]=[C:12]([C:21]3[CH:22]=[CH:23][C:24]([C:27]([OH:29])=[O:28])=[CH:25][CH:26]=3)[CH:13]=[CH:14][C:15]=2[O:16][CH2:17][CH2:18][CH2:19][OH:20])=[CH:6][C:5]=1[CH3:32])[CH3:34] |f:1.2|. Reported procedure: In a manner similar to that of Example 12a, by reacting 130 mg (0.3 mmol) of ethyl 4″-diethylamino-4′-(3-hydroxypropoxy)-3″-methyl[1,1′;3′,1″]terphenyl-4-carboxylate (Example 15d) with 3 mL of 1N sodium hydroxide solution. 60 mg of 4″-diethylamino-4′-(3-hydroxypropoxy)-3″-methyl[1,1′;3′,1″]terphenyl-4-carboxylic acid are obtained in the form of a white solid (yield=46%, m.p.=208° C.).